From a dataset of the Open Reaction Database (ORD), a public repository of structured organic reaction records. describe an organic reaction: reactants, conditions, products, and yield Starting materials: C(C)(C)(C)OC(=O)N1CC(N(CC1)C=CCC=1C=NC=CC1NC(=O)OC(C)(C)C)=O (4-[3-(4-tert-Butoxycarbonylamino-pyridin-3-yl)-propenyl]-3-oxo-piperazine-1-carboxylic acid tert-butyl ester), ClC1=CC=C(S1)C=CS(=O)(=O)Cl (2-(5-Chloro-thiophen-2-yl)-ethenesulfonyl chloride). Solvent: C(=O)(C(F)(F)F)O.C(Cl)Cl (TFA CH2Cl2), CC#N (MeCN). Reaction conditions: time 2 hour. Yields the product NC1=C(C=NC=C1)CC=CN1C(CN(CC1)S(=O)(=O)C=CC=1SC(=CC1)Cl)=O (1-[3-(4-Amino-pyridin-3-yl)-propenyl]-4-[2-(5-chloro-thiophen-2-yl)-ethenesulfonyl]-piperazin-2-one). As a reaction SMILES: C(OC([N:8]1[CH2:13][CH2:12][N:11]([CH:14]=[CH:15][CH2:16][C:17]2[CH:18]=[N:19][CH:20]=[CH:21][C:22]=2[NH:23]C(OC(C)(C)C)=O)[C:10](=[O:31])[CH2:9]1)=O)(C)(C)C.[Cl:32][C:33]1[S:37][C:36]([CH:38]=[CH:39][S:40](Cl)(=[O:42])=[O:41])=[CH:35][CH:34]=1>C(O)(C(F)(F)F)=O.C(Cl)Cl.CC#N>[NH2:23][C:22]1[CH:21]=[CH:20][N:19]=[CH:18][C:17]=1[CH2:16][CH:15]=[CH:14][N:11]1[CH2:12][CH2:13][N:8]([S:40]([CH:39]=[CH:38][C:36]2[S:37][C:33]([Cl:32])=[CH:34][CH:35]=2)(=[O:42])=[O:41])[CH2:9][C:10]1=[O:31] |f:2.3|. Reported procedure: 4-[3-(4-tert-Butoxycarbonylamino-pyridin-3-yl)-propenyl]-3-oxo-piperazine-1-carboxylic acid tert-butyl ester from EXAMPLE 96, Part B (45 mg, 0.10 mmol) is dissolved in 20% TFA/CH2Cl2 and stirred at r.t. for 2 hours. The solution is concentrated to residue. The residue is dissolved in MeCN (2.5 ml) and treated with 4-methylmorphorline (0.027 ml, 0.25 mmol). 2-(5-Chloro-thiophen-2-yl)-ethenesulfonyl chloride (24 mg, 0.10 mmol), EXAMPLE 3, in MeCN (1 mL) is then added dropwise. The reaction mixture... The reactants are NC([C@H](CC1=CC=C(C=C1)B1OC(C(O1)(C)C)(C)C)NC(=O)C1(CCOCC1)NC(OC(C)(C)C)=O)=O ((S)-tert-Butyl 4-(1-amino-1-oxo-3-(4-(4,4,5,5-tetramethyl-1,3,2-dioxaborolan-2-yl)phenyl)propan-2-ylcarbamoyl)tetrahydro-2H-pyran-4-ylcarbamate), BrC1=CC=C(C=C1)S(=O)(=O)N1CCOCC1 (4-(4-bromophenylsulfonyl)morpholine), C([O-])([O-])=O.[Na+].[Na+] (sodium carbonate). Run in C(C)#N (acetonitrile). Run at temperature 85 celsius. Yields the product NC([C@H](CC1=CC=C(C=C1)C1=CC=C(C=C1)S(=O)(=O)N1CCOCC1)NC(=O)C1(CCOCC1)NC(OC(C)(C)C)=O)=O ((S)-tert-Butyl 4-(1-amino-3-(4′-(morpholinosulfonyl)biphenyl-4-yl)-1-oxopropan-2-ylcarbamoyl)tetrahydro-2H-pyran-4-ylcarbamate). Yield: 80.5%. RXN SMILES: [NH2:1][C:2](=[O:37])[C@@H:3]([NH:20][C:21]([C:23]1([NH:29][C:30](=[O:36])[O:31][C:32]([CH3:35])([CH3:34])[CH3:33])[CH2:28][CH2:27][O:26][CH2:25][CH2:24]1)=[O:22])[CH2:4][C:5]1[CH:10]=[CH:9][C:8](B2OC(C)(C)C(C)(C)O2)=[CH:7][CH:6]=1.Br[C:39]1[CH:44]=[CH:43][C:42]([S:45]([N:48]2[CH2:53][CH2:52][O:51][CH2:50][CH2:49]2)(=[O:47])=[O:46])=[CH:41][CH:40]=1.C(=O)([O-])[O-].[Na+].[Na+]>C(#N)C>[NH2:1][C:2](=[O:37])[C@@H:3]([NH:20][C:21]([C:23]1([NH:29][C:30](=[O:36])[O:31][C:32]([CH3:33])([CH3:35])[CH3:34])[CH2:24][CH2:25][O:26][CH2:27][CH2:28]1)=[O:22])[CH2:4][C:5]1[CH:10]=[CH:9][C:8]([C:39]2[CH:44]=[CH:43][C:42]([S:45]([N:48]3[CH2:53][CH2:52][O:51][CH2:50][CH2:49]3)(=[O:47])=[O:46])=[CH:41][CH:40]=2)=[CH:7][CH:6]=1 |f:2.3.4|. Reported procedure: (S)-tert-Butyl 4-(1-amino-1-oxo-3-(4-(4,4,5,5-tetramethyl-1,3,2-dioxaborolan-2-yl)phenyl)propan-2-ylcarbamoyl)tetrahydro-2H-pyran-4-ylcarbamate (Example 16, step (i), 250 mg) in acetonitrile (8 mL) with 4-(4-bromophenylsulfonyl)morpholine (148 mg) was treated with aqueous sodium carbonate (2M, 0.5 mL) and nitrogen was bubbled through the mixture. 1,1 bis(Di-tert-butylphosphino)ferrocene palladium dichloride (5 mg) was added and the mixture was heated at 85° C. for 18 h under nitrogen. The reacti... Reactants: COc1ccc(-c2cccc3nc(Nc4ccc(OCCCN5C(=O)c6ccccc6C5=O)cc4)nn23)cc1, CCO, NN, O. The product is COc1ccc(-c2cccc3nc(Nc4ccc(OCCCN)cc4)nn23)cc1. RXN SMILES: [CH3:1][O:2][c:3]1[cH:4][cH:5][c:6](-[c:9]2[cH:10][cH:11][cH:12][c:13]3[n:14]2[n:15][c:16]([NH:18][c:19]2[cH:20][cH:21][c:22]([O:23][CH2:24][CH2:25][CH2:26][N:27]4[C:28](=[O:29])[c:30]5[c:31]([cH:32][cH:33][cH:34][cH:35]5)[C:36]4=[O:37])[cH:38][cH:39]2)[n:17]3)[cH:7][cH:8]1.[CH3:43][CH2:44][OH:45].[NH2:41][NH2:42].[OH2:40]>>[CH3:1][O:2][c:3]1[cH:4][cH:5][c:6](-[c:9]2[cH:10][cH:11][cH:12][c:13]3[n:14]2[n:15][c:16]([NH:18][c:19]2[cH:20][cH:21][c:22]([O:23][CH2:24][CH2:25][CH2:26][NH2:27])[cH:38][cH:39]2)[n:17]3)[cH:7][cH:8]1. The reactants are C(C(C)(C)C)(=O)C([C@@H]1[C@H](C[C@@H](O1)N1C(=O)NC(=O)C(C(F)(F)F)=C1)O)O (5'-pivaloyltrifluorothymidine), Cl.C(C1=CN=CC=C1)(=O)Cl (nicotinoyl chloride hydrochloride), ice water. Solvent: N1=CC=CC=C1 (pyridine). Reaction conditions: time 3 day. Yields the product N1=CC(=CC=C1)C(=O)[C@@]1(C[C@@H](O[C@@H]1C(O)C(C(C)(C)C)=O)N1C(=O)NC(=O)C(C(F)(F)F)=C1)O (3'-(3-Pyridylcarbonyl)-5'-pivaloyltrifluorothymidine). The yield is 87.1%. RXN SMILES: [C:1]([CH:7]([OH:26])[C@H:8]1[O:12][C@@H:11]([N:13]2[CH:24]=[C:19]([C:20]([F:23])([F:22])[F:21])[C:17](=[O:18])[NH:16][C:14]2=[O:15])[CH2:10][C@@H:9]1[OH:25])(=[O:6])[C:2]([CH3:5])([CH3:4])[CH3:3].Cl.[C:28](Cl)(=[O:35])[C:29]1[CH:34]=[CH:33][CH:32]=[N:31][CH:30]=1>N1C=CC=CC=1>[N:31]1[CH:32]=[CH:33][CH:34]=[C:29]([C:28]([C@@:9]2([OH:25])[C@@H:8]([CH:7]([C:1](=[O:6])[C:2]([CH3:5])([CH3:4])[CH3:3])[OH:26])[O:12][C@@H:11]([N:13]3[CH:24]=[C:19]([C:20]([F:21])([F:22])[F:23])[C:17](=[O:18])[NH:16][C:14]3=[O:15])[CH2:10]2)=[O:35])[CH:30]=1 |f:1.2|. Reported procedure: To a stirring solution of 450 mg of 5'-pivaloyltrifluorothymidine in 10 mL of pyridine was added 1.0 g of nicotinoyl chloride hydrochloride under ice-cooling. The reaction mixture was stirred at room temperature for 3 days, then was poured into 100 mL of ice water and extracted with 100 mL of ethyl acetate. The extract was washed with water, dried over anhydrous sodium sulfate and then evaporated in vacuo to give an oil. Crystallization from n-hexane afforded 500 mg (87%) of colorless needles me... The reactants are CN(C(=O)N)C1=CC2=C(C=C1)OCO2 (N-methyl-N-[3,4-(methylenedioxy)phenyl]urea), C(C1=CC=CC=C1)=O (benzaldehyde), CS(=O)(=O)O (methanesulfonic acid), C1(=CC=CC=C1)C (toluene). As a reaction SMILES: [CH3:1][N:2]([C:6]1[CH:11]=[CH:10][C:9]2[O:12][CH2:13][O:14][C:8]=2[CH:7]=1)[C:3]([NH2:5])=[O:4].[CH:15](=O)[C:16]1[CH:21]=[CH:20][CH:19]=[CH:18][CH:17]=1.CS(O)(=O)=O.C1(C)C=CC=CC=1>O>[CH3:1][N:2]1[C:6]2[C:11](=[CH:10][C:9]3[O:12][CH2:13][O:14][C:8]=3[CH:7]=2)[CH:15]([C:16]2[CH:21]=[CH:20][CH:19]=[CH:18][CH:17]=2)[NH:5][C:3]1=[O:4]. The product is CN1C(NC(C2=CC3=C(C=C12)OCO3)C3=CC=CC=C3)=O (1-Methyl-6,7-methylenedioxy-4-phenyl-3,4-dihydroquinazolin-2(1H)-one). Procedure details: A mixture of N-methyl-N-[3,4-(methylenedioxy)phenyl]urea (240 mg), benzaldehyde (140 μL) and methanesulfonic acid (50 μL) and toluene (60 mL) was refluxed for 2 h in a flask equipped with a Dean-Stark water separator. After cooling, the solution was washed with water thoroughly, dried over Na2SO4 and concentrated in vacuo. The resulting solid was recrystallized from chloroform/hexane to provided the title compound as a tan solid (70 mg, 20%), mp: 228-230° C. 1H NMR (CDCl3): 7.37-7.30 (m, 5H), 6.... Run in O (water). The yield is 20.0%.